Dataset: the Open Reaction Database (ORD), a public repository of structured organic reaction records. Task: describe an organic reaction: reactants, conditions, products, and yield Reactants: BrCc1ccccc1, C1CCOC1, [Cl-], [H-], [NH4+], [Na+], OCCOCCOCCOCCOCCOCCOCCOCCOCCOCCO. The product is OCCOCCOCCOCCOCCOCCOCCOCCOCCOCCOCc1ccccc1. RXN SMILES: [Br:3][CH2:4][c:5]1[cH:6][cH:7][cH:8][cH:9][cH:10]1.[CH2:44]1[O:45][CH2:46][CH2:47][CH2:48]1.[Cl-:42].[H-:1].[NH4+:43].[Na+:2].[OH:11][CH2:12][CH2:13][O:14][CH2:15][CH2:16][O:17][CH2:18][CH2:19][O:20][CH2:21][CH2:22][O:23][CH2:24][CH2:25][O:26][CH2:27][CH2:28][O:29][CH2:30][CH2:31][O:32][CH2:33][CH2:34][O:35][CH2:36][CH2:37][O:38][CH2:39][CH2:40][OH:41]>>[CH2:4]([c:5]1[cH:6][cH:7][cH:8][cH:9][cH:10]1)[O:41][CH2:40][CH2:39][O:38][CH2:37][CH2:36][O:35][CH2:34][CH2:33][O:32][CH2:31][CH2:30][O:29][CH2:28][CH2:27][O:26][CH2:25][CH2:24][O:23][CH2:22][CH2:21][O:20][CH2:19][CH2:18][O:17][CH2:16][CH2:15][O:14][CH2:13][CH2:12][OH:11].